From a dataset of the Open Reaction Database (ORD), a public repository of structured organic reaction records. describe an organic reaction: reactants, conditions, products, and yield Reactants: C(#N)C1=NC2=CC=C(C=C2C(=C1)NCC(=O)OC(C)(C)C)C(F)(F)F (tert-butyl 2-((2-cyano-6-(trifluoromethyl)quinolin-4-yl)amino)acetate), C1CCOC1 (THF), hydrido(dimethylphosphinous acid-kp)[hydrogen bis(dimethylphosphinito-kp)]platinum(ii). The solvent is CCO (EtOH). Reported procedure: A solution of tert-butyl 2-((2-cyano-6-(trifluoromethyl)quinolin-4-yl)amino)acetate (329 mg, 0.94 mmol) from above step A, in EtOH (3 mL) water (600 uL) and THF (5 mL) was added hydrido(dimethylphosphinous acid-kp)[hydrogen bis(dimethylphosphinito-kp)]platinum(ii) (80 mg, 0.18 mmol) and stirred at 75° C. for 3 h. The mixture was filtered to remove the white solid that had formed and the filtrate was evaporated under vacuum. The residue was purified by silica column chromatography to give the tit... Run at temperature 75 celsius, time 3 hour. RXN SMILES: [C:1]([C:3]1[CH:12]=[C:11]([NH:13][CH2:14][C:15]([O:17][C:18]([CH3:21])([CH3:20])[CH3:19])=[O:16])[C:10]2[C:5](=[CH:6][CH:7]=[C:8]([C:22]([F:25])([F:24])[F:23])[CH:9]=2)[N:4]=1)#[N:2].C1C[O:29]CC1>CCO>[C:1]([C:3]1[CH:12]=[C:11]([NH:13][CH2:14][C:15]([O:17][C:18]([CH3:20])([CH3:21])[CH3:19])=[O:16])[C:10]2[C:5](=[CH:6][CH:7]=[C:8]([C:22]([F:25])([F:24])[F:23])[CH:9]=2)[N:4]=1)(=[O:29])[NH2:2]. Product: C(N)(=O)C1=NC2=CC=C(C=C2C(=C1)NCC(=O)OC(C)(C)C)C(F)(F)F (Tert-butyl 2-((2-carbamoyl-6-(trifluoromethyl)quinolin-4-yl)amino)acetate). Starting materials: COC[C@H]1[C@]([C@H]1C=O)(C1=CC=2C(CCC(C2C=C1)(C)C)(C)C)C ((+)-(1S, 2R, 3R)-3-Methoxymethyl-2-methyl-2-(5,5,8,8-tetramethyl-5,6,7,8-tetrahydro-naphthalen-2-yl)-cyclopropanecarbaldehyde), CC12C(OC(CC1)(C2(C)C)C(=O)OC[C@@H]2[C@@]([C@H]2COC)(C2=CC=1C(CCC(C1C=C2)(C)C)(C)C)C)=O ((1S, 2R, 3S)-3-Methoxymethyl-2-methyl-2-(5,5,8,8-tetramethyl-5,6,7,8-tetrahydro-naphthalen-2-yl)-cyclopropylmethyl 4,7,7-trimethyl-3-oxo-2-oxa-bicyclo[2.2.1]heptane-1-carboxylate). The product is COC[C@@H]1[C@]([C@H]1C=O)(C1=CC=2C(CCC(C2C=C1)(C)C)(C)C)C ((+)-(1S 2R, 3S)-3-Methoxymethyl-2-methyl-2-(5,5,8,8-tetramethyl-5,6,7,8-tetrahydro-naphthalen-2-yl)-cyclopropanecarbaldehyde). The yield is 84.0%. Reaction SMILES: [CH3:1][O:2][CH2:3][C@@H:4]1[C@H:6]([CH:7]=[O:8])[C@:5]1([CH3:23])[C:9]1[CH:18]=[CH:17][C:16]2[C:15]([CH3:20])([CH3:19])[CH2:14][CH2:13][C:12]([CH3:22])([CH3:21])[C:11]=2[CH:10]=1.CC12C(C)(C)C(C(OC[C@H]3[C@H](COC)[C@@]3(C)C3C=CC4C(C)(C)CCC(C)(C)C=4C=3)=O)(CC1)OC2=O>>[CH3:1][O:2][CH2:3][C@H:4]1[C@H:6]([CH:7]=[O:8])[C@:5]1([CH3:23])[C:9]1[CH:18]=[CH:17][C:16]2[C:15]([CH3:20])([CH3:19])[CH2:14][CH2:13][C:12]([CH3:22])([CH3:21])[C:11]=2[CH:10]=1. Reported procedure: Following a procedure similar to that for the preparation of Intermediate 12a but using Intermediate 10a as the starting material afforded the title compound (23 mg, 84% yield) as a colorless oil: Reactants: C1CCOC1, COC(=O)CCCCS(=O)(=NC(=O)c1cncc(C#Cc2cccc(NC(=O)c3cc(C)nn3C)c2)c1)c1ccccc1, Cl, [Na+], [OH-]. Product: Cc1cc(C(=O)Nc2cccc(C#Cc3cncc(C(=O)N=S(=O)(CCCCC(=O)O)c4ccccc4)c3)c2)n(C)n1. As a reaction SMILES: [CH2:47]1[O:48][CH2:49][CH2:50][CH2:51]1.[CH3:1][n:2]1[n:3][c:4]([CH3:43])[cH:5][c:6]1[C:7](=[O:8])[NH:9][c:10]1[cH:11][c:12]([C:16]#[C:17][c:18]2[cH:19][c:20]([C:24](=[O:25])[N:26]=[S:27](=[O:28])([c:29]3[cH:30][cH:31][cH:32][cH:33][cH:34]3)[CH2:35][CH2:36][CH2:37][CH2:38][C:39](=[O:40])[O:41][CH3:42])[cH:21][n:22][cH:23]2)[cH:13][cH:14][cH:15]1.[ClH:46].[Na+:45].[OH-:44]>>[CH3:1][n:2]1[n:3][c:4]([CH3:43])[cH:5][c:6]1[C:7](=[O:8])[NH:9][c:10]1[cH:11][c:12]([C:16]#[C:17][c:18]2[cH:19][c:20]([C:24](=[O:25])[N:26]=[S:27](=[O:28])([c:29]3[cH:30][cH:31][cH:32][cH:33][cH:34]3)[CH2:35][CH2:36][CH2:37][CH2:38][C:39](=[O:40])[OH:41])[cH:21][n:22][cH:23]2)[cH:13][cH:14][cH:15]1. Reactants: Cn1c2ccccc2c2nc3ccc(Cl)cc3c3cccc1c32, C=CC(N)=O. Yields the product Cn1c2ccccc2c2nc3ccc(C=CC(N)=O)cc3c3cccc1c32. As a reaction SMILES: [Cl:1][c:2]1[cH:3][c:4]2[c:5]([cH:6][cH:7]1)[n:8][c:9]1[c:10]3[c:11]2[cH:12][cH:13][cH:14][c:15]3[n:16]([CH3:23])[c:17]2[cH:18][cH:19][cH:20][cH:21][c:22]12.[NH2:24][C:25](=[O:26])[CH:27]=[CH2:28]>>[c:2]1([CH:28]=[CH:27][C:25]([NH2:24])=[O:26])[cH:3][c:4]2[c:5]([cH:6][cH:7]1)[n:8][c:9]1[c:10]3[c:11]2[cH:12][cH:13][cH:14][c:15]3[n:16]([CH3:23])[c:17]2[cH:18][cH:19][cH:20][cH:21][c:22]12. Reactants: CCOC(=O)Cl, CCOc1ccc2c(c1-c1ncnc3c(C(=O)NC4CCNC4)c[nH]c13)OCO2. Product: CCOC(=O)N1CCC(NC(=O)c2c[nH]c3c(-c4c(OCC)ccc5c4OCO5)ncnc23)C1. As a reaction SMILES: [Cl:30][C:31](=[O:32])[O:33][CH2:34][CH3:35].[NH:1]1[CH2:2][CH:3]([NH:6][C:7](=[O:8])[c:9]2[cH:10][nH:11][c:12]3[c:13]2[n:14][cH:15][n:16][c:17]3-[c:18]2[c:19]([O:27][CH2:28][CH3:29])[cH:20][cH:21][c:22]3[c:26]2[O:25][CH2:24][O:23]3)[CH2:4][CH2:5]1>>[N:1]1([C:31](=[O:32])[O:33][CH2:34][CH3:35])[CH2:2][CH:3]([NH:6][C:7](=[O:8])[c:9]2[cH:10][nH:11][c:12]3[c:13]2[n:14][cH:15][n:16][c:17]3-[c:18]2[c:19]([O:27][CH2:28][CH3:29])[cH:20][cH:21][c:22]3[c:26]2[O:25][CH2:24][O:23]3)[CH2:4][CH2:5]1. Starting materials: C([O-])(O)=O.[Na+] (sodium bicarbonate), C(C)(C)(C)[Si](OC=1C=C(C[C@H]2C(N3CCC[C@@H](C(OCC/C=C/C=C/CC[C@H]([C@H](C(N[C@H](C(N2)=O)C(C)C)=O)C)OC)=O)N3)=O)C=CC1)(C)C ((13E,15E)-(3S,6S,9R,10R,21S)-3-[3-(tert-Butyl-dimethyl-silanyloxy)-benzyl]-6-isopropyl-10-methoxy-9-methyl-19-oxa-1,4,7,25-tetraaza-bicyclo[19.3.1]pentacosa-13,15-diene-2,5,8,20-tetraone), solution, [F-].C(CCC)[N+](CCCC)(CCCC)CCCC (tetrabutylammonium fluoride). The solvent is O1CCCC1 (tetrahydrofuran), O1CCCC1 (tetrahydrofuran). Reaction conditions: time 2.5 hour. The product is OC=1C=C(C[C@H]2C(N3CCC[C@@H](C(OCC/C=C/C=C/CC[C@H]([C@H](C(N[C@H](C(N2)=O)C(C)C)=O)C)OC)=O)N3)=O)C=CC1 ((13E,15E)-(3S,6S,9R,10R,21S)-3-(3-Hydroxy-benzyl)-6-isopropyl-10-methoxy-9-methyl-19-oxa-1,4,7,25-tetraaza-bicyclo[19.3.1]pentacosa-13,15-diene-2,5,8,20-tetraone). Isolated yield 47.3%. RXN SMILES: C([Si](C)(C)[O:6][C:7]1[CH:8]=[C:9]([CH:46]=[CH:47][CH:48]=1)[CH2:10][C@@H:11]1[NH:34][C:33](=[O:35])[C@H:32]([CH:36]([CH3:38])[CH3:37])[NH:31][C:30](=[O:39])[C@H:29]([CH3:40])[C@H:28]([O:41][CH3:42])[CH2:27][CH2:26][CH:25]=[CH:24][CH:23]=[CH:22][CH2:21][CH2:20][O:19][C:18](=[O:43])[C@H:17]2[NH:44][N:13]([CH2:14][CH2:15][CH2:16]2)[C:12]1=[O:45])(C)(C)C.[F-].C([N+](CCCC)(CCCC)CCCC)CCC.C(=O)(O)[O-].[Na+]>O1CCCC1>[OH:6][C:7]1[CH:8]=[C:9]([CH:46]=[CH:47][CH:48]=1)[CH2:10][C@@H:11]1[NH:34][C:33](=[O:35])[C@H:32]([CH:36]([CH3:38])[CH3:37])[NH:31][C:30](=[O:39])[C@H:29]([CH3:40])[C@H:28]([O:41][CH3:42])[CH2:27][CH2:26][CH:25]=[CH:24][CH:23]=[CH:22][CH2:21][CH2:20][O:19][C:18](=[O:43])[C@H:17]2[NH:44][N:13]([CH2:14][CH2:15][CH2:16]2)[C:12]1=[O:45] |f:1.2,3.4|. Procedure: A stirred solution of 11b (38 mg, 0.053 mmol.) in anhydrous tetrahydrofuran (10 ml) was cooled to 0° C. under a nitrogen atmosphere before adding a 1M solution of tetrabutylammonium fluoride in tetrahydrofuran (265 ul, 0.265 mmol.). The reaction mixture was warmed to room temperature and was stirred under a nitrogen atmosphere for 2.5 hours. The reaction mixture was then treated with saturated aqueous sodium bicarbonate solution (20 ml) and the subsequent mixture was extracted with ethyl acetate... Reaction conditions: temperature 100 celsius. Yields the product C(C1=CC=CC=C1)(=O)C1=C(C(=C(N1)CC(=O)OCC)C(=O)OCC)C (ethyl 5-benzoyl-3-ethoxycarbonyl-4-methylpyrrole-2-acetate). Starting materials: C1(=CC=CC=C1)C(C(C(C)=O)=NO)=O (1-phenyl-1,2,3-butanetrione-2-oxime), CCOC(=O)CC(=O)CC(=O)OCC (diethyl acetonedicarboxylate), C(C)(=O)[O-].[Na+] (sodium acetate). Run in O (water), C(C)(=O)O (acetic acid), O (water), C(C)(=O)O (acetic acid). RXN SMILES: [C:1]1([C:7](=[O:14])[C:8](=[N:12]O)[C:9](=O)[CH3:10])[CH:6]=[CH:5][CH:4]=[CH:3][CH:2]=1.[CH3:15][CH2:16][O:17][C:18]([CH2:20][C:21]([CH2:23][C:24]([O:26][CH2:27][CH3:28])=[O:25])=O)=[O:19].C([O-])(=O)C.[Na+]>[Zn].O.C(O)(=O)C>[C:7]([C:8]1[NH:12][C:21]([CH2:20][C:18]([O:17][CH2:16][CH3:15])=[O:19])=[C:23]([C:24]([O:26][CH2:27][CH3:28])=[O:25])[C:9]=1[CH3:10])(=[O:14])[C:1]1[CH:6]=[CH:5][CH:4]=[CH:3][CH:2]=1 |f:2.3|. Procedure details: A solution of 71 g. (0.37 mole) of 1-phenyl-1,2,3-butanetrione-2-oxime in 350 ml. glacial acetic acid and 50 ml. of water is added to 75.5 g. diethyl acetonedicarboxylate in 350 ml. of glacial acetic acid at 70° C. Concurrently, a mixture of 73 g. (1.12 mole) of zinc dust and 91.5 g. (1.12 mole) of anhydrous sodium acetate is added in portions at such a rate that the temperature is maintained near 100° C. After the additions are complete (about 45 minutes), the mixture is refluxed for one hour a... The reagents and catalysts are [Zn] (zinc). Reactants: C(C)C1=CC=C(C=C1)[C@H]([C@H](C)N)OC=1C=C2C=NN(C2=CC1)C1=CC=C(C=C1)F ((1R,2S)-1-(4-ethylphenyl)-1-{[1-(4-fluorophenyl)-1H-indazol-5-yl]oxy}propan-2-amine), FCC(=O)Cl (fluoroacetyl chloride). Product: C(C)C1=CC=C(C=C1)[C@H]([C@H](C)NC(CF)=O)OC=1C=C2C=NN(C2=CC1)C1=CC=C(C=C1)F (N-[(1R,2S)-1-(4-ethylphenyl)-1-[1-(4-fluorophenyl)indazol-5-yl]oxy-propan-2-yl]-2-fluoro-acetamide). RXN SMILES: [CH2:1]([C:3]1[CH:8]=[CH:7][C:6]([C@@H:9]([O:13][C:14]2[CH:15]=[C:16]3[C:20](=[CH:21][CH:22]=2)[N:19]([C:23]2[CH:28]=[CH:27][C:26]([F:29])=[CH:25][CH:24]=2)[N:18]=[CH:17]3)[C@@H:10]([NH2:12])[CH3:11])=[CH:5][CH:4]=1)[CH3:2].[F:30][CH2:31][C:32](Cl)=[O:33]>>[CH2:1]([C:3]1[CH:4]=[CH:5][C:6]([C@@H:9]([O:13][C:14]2[CH:15]=[C:16]3[C:20](=[CH:21][CH:22]=2)[N:19]([C:23]2[CH:24]=[CH:25][C:26]([F:29])=[CH:27][CH:28]=2)[N:18]=[CH:17]3)[C@@H:10]([NH:12][C:32](=[O:33])[CH2:31][F:30])[CH3:11])=[CH:7][CH:8]=1)[CH3:2]. Procedure: Prepared as described in Example 1 using (1R,2S)-1-(4-ethylphenyl)-1-{[1-(4-fluorophenyl)-1H-indazol-5-yl]oxy}propan-2-amine (7a, 20 mg, 50 μmol) and fluoroacetyl chloride (14 mg, 150 μmol). Yield 15 mg (65%). The yield is 33.5%. Yields the product C(=O)O.ClC1=C(C=C(C=C1)N1CCC(C1)C(=O)N1CCCC1)C1=NC2=C(N1)C=CC(=C2)OC ({1-[4-Chloro-3-(5-methyoxy-1H-benzoimidazol-2-yl)-phenyl]-pyrrolidin-4-yl}-pyrolidin-1-yl-methanone formate). Run at time 8 hour. Reaction SMILES: C([O:5][C:6]([N:8]1[C:12]2[CH:13]=[CH:14][C:15]([O:17][CH3:18])=[CH:16][C:11]=2[N:10]=[C:9]1[C:19]1[CH:24]=[C:23]([N:25]2[CH2:30]C[CH:28]([C:31]([N:33]3[CH2:37][CH2:36][CH2:35][CH2:34]3)=[O:32])[CH2:27][CH2:26]2)[CH:22]=[CH:21][C:20]=1[Cl:38])=[O:7])(C)(C)C.ClCCl.CO>Cl.CCOCC>[CH:6]([OH:7])=[O:5].[Cl:38][C:20]1[CH:21]=[CH:22][C:23]([N:25]2[CH2:30][CH:28]([C:31]([N:33]3[CH2:37][CH2:36][CH2:35][CH2:34]3)=[O:32])[CH2:27][CH2:26]2)=[CH:24][C:19]=1[C:9]1[NH:8][C:12]2[CH:13]=[CH:14][C:15]([O:17][CH3:18])=[CH:16][C:11]=2[N:10]=1 |f:5.6|. Starting materials: ClCCl (dichloromethane), CO (methanol), C(C)(C)(C)OC(=O)N1C(=NC2=C1C=CC(=C2)OC)C2=C(C=CC(=C2)N2CCC(CC2)C(=O)N2CCCC2)Cl (2-{2-Chloro-5-[4-(pyrrolidine-1-carbonyl)-piperidin-1-yl]-phenyl}-5-methoxy-benzoimidazole-1-carboxylic acid tert-butyl ester). Procedure details: Method F—Step b To a mixture of 2-{2-Chloro-5-[4-(pyrrolidine-1-carbonyl)-piperidin-1-yl]-phenyl}-5-methoxy-benzoimidazole-1-carboxylic acid tert-butyl ester (0.10 g, 0.19 mmol) in 2M HCl in Et2O (2 mL), few drops of dichloromethane and methanol were added to improve the solubility of the starting material. The resulting mixture was stirred overnight at room temperature, Et2O was added (5 mL), the precipitate was filtered off and then purified by PrepHPLC to get 0.03 g of the title compound as h... The solvent is Cl (HCl), CCOCC (Et2O), CCOCC (Et2O).